This data is from the Open Reaction Database (ORD), a public repository of structured organic reaction records. The task is: describe an organic reaction: reactants, conditions, products, and yield Starting materials: O=[Ag], CC(C)(C)OC(=O)NC1CCC(NC(=O)OCc2ccccc2)C(CO)C1, CN(C)C=O, CI. Product: COCC1CC(NC(=O)OC(C)(C)C)CCC1NC(=O)OCc1ccccc1. RXN SMILES: [Ag:35]=[O:36].[C:1]([CH3:2])([CH3:3])([CH3:4])[O:5][C:6]([NH:7][CH:8]1[CH2:9][CH:10]([CH2:25][OH:26])[CH:11]([NH:14][C:15](=[O:16])[O:17][CH2:18][c:19]2[cH:20][cH:21][cH:22][cH:23][cH:24]2)[CH2:12][CH2:13]1)=[O:27].[CH3:30][N:31]([CH3:32])[CH:33]=[O:34].[I:28][CH3:29]>>[C:1]([CH3:2])([CH3:3])([CH3:4])[O:5][C:6]([NH:7][CH:8]1[CH2:9][CH:10]([CH2:25][O:26][CH3:29])[CH:11]([NH:14][C:15](=[O:16])[O:17][CH2:18][c:19]2[cH:20][cH:21][cH:22][cH:23][cH:24]2)[CH2:12][CH2:13]1)=[O:27].